Dataset: the Open Reaction Database (ORD), a public repository of structured organic reaction records. Task: describe an organic reaction: reactants, conditions, products, and yield RXN SMILES: [CH2:1]([C:4]1[C:13]([O:14][CH3:15])=[C:12]([O:16][CH3:17])[CH:11]=[C:10]2[C:5]=1[C:6]([NH:18][C:19]1[CH:24]=[CH:23][CH:22]=[CH:21][CH:20]=1)=[N:7][CH:8]=[N:9]2)[CH:2]=[CH2:3].[I:25]I>ClCCl.C(Cl)(Cl)Cl>[I:25][CH2:3][CH:2]1[CH2:1][C:4]2[C:5]3[C:6](=[N:7][CH:8]=[N:9][C:10]=3[CH:11]=[C:12]([O:16][CH3:17])[C:13]=2[O:14][CH3:15])[N:18]1[C:19]1[CH:20]=[CH:21][CH:22]=[CH:23][CH:24]=1. Reactants: C(C=C)C1=C2C(=NC=NC2=CC(=C1OC)OC)NC1=CC=CC=C1 ((5-allyl-6,7-dimethoxy-quinazolin-4-yl)-phenyl-amine), II (I2). The solvent is C(Cl)(Cl)Cl (chloroform), ClCCl (dichloromethane). Procedure details: To a solution of (5-allyl-6,7-dimethoxy-quinazolin-4-yl)-phenyl-amine (0.12 g, 0.37 mmol) (from Example 15, Step E, supra) in dichloromethane (20 mL) was added I2 (0.24 g, 1.87 mmol). The reaction mixture was stirred at room temperature for 3 hours. The mixture was diluted with chloroform (100 mL), and washed with a saturated aqueous Na2SO3 solution. The organic layer was separated, dried over Na2SO4, and concentrated. The residue was purified by chromatography using EtOAc/CH2Cl2/Et3N (1:2:0.05)... Run at time 3 hour. The product is ICC1N(C2=NC=NC=3C=C(C(=C(C1)C32)OC)OC)C3=CC=CC=C3 (5-iodomethyl-7,8-dimethoxy-4-phenyl-5,6-dihydro-4H-1,3,4-triaza-phenalene). RXN SMILES: O[CH:2]1[C:7]2[CH:8]=[C:9]([S:11]([NH:14][C:15]([CH3:18])([CH3:17])[CH3:16])(=[O:13])=[O:12])[S:10][C:6]=2[S:5](=[O:20])(=[O:19])[N:4]([CH2:21][CH2:22][O:23][CH3:24])[CH2:3]1.C1C=CC(OC(Cl)=S)=CC=1>CN(C)C1C=CN=CC=1.ClCCl>[CH3:24][O:23][CH2:22][CH2:21][N:4]1[CH:3]=[CH:2][C:7]2[CH:8]=[C:9]([S:11]([NH:14][C:15]([CH3:16])([CH3:18])[CH3:17])(=[O:12])=[O:13])[S:10][C:6]=2[S:5]1(=[O:20])=[O:19]. Yields the product COCCN1S(C2=C(C=C1)C=C(S2)S(=O)(=O)NC(C)(C)C)(=O)=O (2-(2-Methoxyethyl)-N-(1,1-dimethylethyl)-2H-thieno[3,2-e]-1,2-thiazine-6-sulfonamide 1,1-dioxide). Run in ClCCl (dichloromethane). The reagents and catalysts are CN(C1=CC=NC=C1)C (4-dimethylaminopyridine). Starting materials: OC1CN(S(C2=C1C=C(S2)S(=O)(=O)NC(C)(C)C)(=O)=O)CCOC (3,4-Dihydro-4-hydroxy-N-(1,1-dimethylethyl)-2-(2-methoxyethyl)-2H-thieno[3,2-e]-1,2-thiazine-6-sulfonamide 1,1-dioxide), C1=CC=C(C=C1)OC(=S)Cl (Phenyl chlorothionoformate). Procedure: The product from Step G (4.11 g, 10.31 mmol) and 4-dimethylaminopyridine (2.52 g, 20.6 mmol) were combined in dichloromethane (50 mL) and the mixture was cooled by means of an ice bath. Phenyl chlorothionoformate (2.1 mL, 15.5 mmol) was added rapidly to the mixture and the cooling bath removed. After three hours the mixture was washed with 2N HCl (15 mL), water (15 mL), saturated aqueous sodium chloride (20 mL), dried (MgSO4) and evaporated to a residue which was purified by column chromatograph... Yield: 54.6%. Starting materials: NC1=CC=C(C=C1)C(F)(F)F (4-aminobenzotrifluoride), COC(=O)C#CC(=O)OC (dimethylacetylene dicarboxylate). Product: FC(C=1C=C2C(C=C(NC2=CC1)C(=O)OC)=O)(F)F (methyl 6-trifluoromethyl-4-oxo-1,4-dihydroquinoline-2-carboxylate). The yield is 2.7%. Reaction SMILES: [NH2:1][C:2]1[CH:7]=[CH:6][C:5]([C:8]([F:11])([F:10])[F:9])=[CH:4][CH:3]=1.[CH3:12][O:13][C:14]([C:16]#[C:17][C:18](OC)=[O:19])=[O:15]>>[F:11][C:8]([F:9])([F:10])[C:5]1[CH:6]=[C:7]2[C:2](=[CH:3][CH:4]=1)[NH:1][C:16]([C:14]([O:13][CH3:12])=[O:15])=[CH:17][C:18]2=[O:19]. Reported procedure: Using the method described in Example 18a with 4-aminobenzotrifluoride (20 g) and dimethylacetylene dicarboxylate (17.5 g) as reagents gave methyl 6-trifluoromethyl-4-oxo-1,4-dihydroquinoline-2-carboxylate (0.91 g), m.p. 289°-291° C., δ (360 MHz, DMSO-d6) 3.98 (3H, s, CH3), 6.74 (1H, s, 3-H), 8.02 (1H, dd, 7-H), 8.13 (1H, d, 8-H), 8.33 (1H, s, 5-H) and 12.40 (1H, s, NH). Reactants: CO, O=C(C1CS(=O)C1)N1CC(F)(c2ccc(C3=NOC(c4cc(Cl)c(F)c(Cl)c4)(C(F)(F)F)C3)cc2)C1, O. Yields the product O=C(C1CS(=O)(=O)C1)N1CC(F)(c2ccc(C3=NOC(c4cc(Cl)c(F)c(Cl)c4)(C(F)(F)F)C3)cc2)C1. Reaction SMILES: [CH3:37][OH:38].[Cl:1][c:2]1[cH:3][c:4]([C:10]2([C:33]([F:34])([F:35])[F:36])[CH2:11][C:12]([c:15]3[cH:16][cH:17][c:18]([C:21]4([F:32])[CH2:22][N:23]([C:25](=[O:26])[CH:27]5[CH2:28][S:29](=[O:31])[CH2:30]5)[CH2:24]4)[cH:19][cH:20]3)=[N:13][O:14]2)[cH:5][c:6]([Cl:9])[c:7]1[F:8].[OH2:39]>>[Cl:1][c:2]1[cH:3][c:4]([C:10]2([C:33]([F:34])([F:35])[F:36])[CH2:11][C:12]([c:15]3[cH:16][cH:17][c:18]([C:21]4([F:32])[CH2:22][N:23]([C:25](=[O:26])[CH:27]5[CH2:28][S:29](=[O:31])(=[O:38])[CH2:30]5)[CH2:24]4)[cH:19][cH:20]3)=[N:13][O:14]2)[cH:5][c:6]([Cl:9])[c:7]1[F:8]. Reactants: COC(=O)Cc1cccc(NC(=O)NCC(=O)O)c1, CC#N, C(=NC1CCCCC1)=NC1CCCCC1, COC(=O)C1CC(C(=O)OC(C)(C)C)NC1c1ccccc1F. Yields the product COC(=O)Cc1cccc(NC(=O)NCC(=O)N2C(C(=O)OC(C)(C)C)CC(C(=O)OC)C2c2ccccc2F)c1. As a reaction SMILES: [CH3:24][O:25][C:26](=[O:27])[CH2:28][c:29]1[cH:30][c:31]([NH:35][C:36]([NH:37][CH2:38][C:39](=[O:40])[OH:41])=[O:42])[cH:32][cH:33][cH:34]1.[CH3:58][C:59]#[N:60].[CH:43]1([N:44]=[C:45]=[N:46][CH:47]2[CH2:48][CH2:49][CH2:50][CH2:51][CH2:52]2)[CH2:53][CH2:54][CH2:55][CH2:56][CH2:57]1.[F:1][c:2]1[c:3]([CH:8]2[CH:9]([C:20](=[O:21])[O:22][CH3:23])[CH2:10][CH:11]([C:13](=[O:14])[O:15][C:16]([CH3:17])([CH3:18])[CH3:19])[NH:12]2)[cH:4][cH:5][cH:6][cH:7]1>>[F:1][c:2]1[c:3]([CH:8]2[CH:9]([C:20](=[O:21])[O:22][CH3:23])[CH2:10][CH:11]([C:13](=[O:14])[O:15][C:16]([CH3:17])([CH3:18])[CH3:19])[N:12]2[C:39]([CH2:38][NH:37][C:36]([NH:35][c:31]2[cH:30][c:29]([CH2:28][C:26]([O:25][CH3:24])=[O:27])[cH:34][cH:33][cH:32]2)=[O:42])=[O:40])[cH:4][cH:5][cH:6][cH:7]1. Starting materials: C1CCOC1, C[Si](C)(C)[N-][Si](C)(C)C, CC(=O)Cl, Cc1c(Cc2cccc([N+](=O)[O-])c2)c(=O)oc2cc(OC(=O)N(C)C)c(Cl)cc12, [Li+], O. Product: CC(=O)Cc1c(Cc2cccc([N+](=O)[O-])c2)c(=O)oc2cc(OC(=O)N(C)C)c(Cl)cc12. As a reaction SMILES: [CH2:45]1[O:46][CH2:47][CH2:48][CH2:49]1.[CH3:2][Si:3]([N-:4][Si:5]([CH3:6])([CH3:7])[CH3:8])([CH3:9])[CH3:10].[CH3:40][C:41]([Cl:42])=[O:43].[Cl:11][c:12]1[c:13]([O:34][C:35]([N:36]([CH3:37])[CH3:38])=[O:39])[cH:14][c:15]2[c:16]([c:17]([CH3:32])[c:18]([CH2:22][c:23]3[cH:24][c:25]([N+:29](=[O:30])[O-:31])[cH:26][cH:27][cH:28]3)[c:19](=[O:21])[o:20]2)[cH:33]1.[Li+:1].[OH2:44]>>[Cl:11][c:12]1[c:13]([O:34][C:35]([N:36]([CH3:37])[CH3:38])=[O:39])[cH:14][c:15]2[c:16]([c:17]([CH2:32][C:41]([CH3:40])=[O:43])[c:18]([CH2:22][c:23]3[cH:24][c:25]([N+:29](=[O:30])[O-:31])[cH:26][cH:27][cH:28]3)[c:19](=[O:21])[o:20]2)[cH:33]1. The reactants are IC1=CC=C2C=CC(=CC2=C1)S(=O)(=O)N (7-iodonaphthalene-2-sulfonamide), IC1=CC=C2C=CC(=CC2=C1)S(=O)(=O)N (7-iodonaphthalene-2-sulfonamide), CCO (EtOH), CN(C)C=O (DMF). The reagents and catalysts are Cl[Pd]([P](C1=CC=CC=C1)(C2=CC=CC=C2)C3=CC=CC=C3)([P](C4=CC=CC=C4)(C5=CC=CC=C5)C6=CC=CC=C6)Cl (bis(triphenylphosphine)palladium chloride), CC(=O)[O-].CC(=O)[O-].[Pd+2] (Pd(OAc)2). Reaction conditions: temperature 70 celsius, time 8 hour. The product is S(N)(=O)(=O)C1=CC=C2C=CC(=CC2=C1)C(=O)OCC (Ethyl 7-sulfamoyl-2-naphthoate). The yield is 34.0%. As a reaction SMILES: I[C:2]1[CH:11]=[C:10]2[C:5]([CH:6]=[CH:7][C:8]([S:12]([NH2:15])(=[O:14])=[O:13])=[CH:9]2)=[CH:4][CH:3]=1.[CH3:16][CH2:17][OH:18].CN([CH:22]=[O:23])C>Cl[Pd](Cl)([P](C1C=CC=CC=1)(C1C=CC=CC=1)C1C=CC=CC=1)[P](C1C=CC=CC=1)(C1C=CC=CC=1)C1C=CC=CC=1.CC([O-])=O.CC([O-])=O.[Pd+2]>[S:12]([C:8]1[CH:9]=[C:10]2[C:5]([CH:4]=[CH:3][C:2]([C:22]([O:18][CH2:17][CH3:16])=[O:23])=[CH:11]2)=[CH:6][CH:7]=1)(=[O:14])(=[O:13])[NH2:15] |f:4.5.6,^1:26,45|. Reported procedure: To a solution of 7-iodonaphthalene-2-sulfonamide (Intermediate 11, 70 mg, 0.21 mmol) in DMF (2.0 mL) and EtOH (2.0 mL, 34.2 mmol) was added bis(triphenylphosphine)palladium chloride (74 mg, 0.11 mmol). After purging the solution with nitrogen, the reaction flask was evacuated and refilled with CO. The reaction mixture was heated to 70° C. for 3 h. Pd(OAc)2 (47 mg, 0.21 mmol) was then added, and the reaction flask was evacuated and refilled with CO. After stirring under CO overnight at 70° C., th... Reactants: NO (hydroxylamine), C[Si](C)(C)N=C=O (trimethylsilylisocyanate), C1CCOC1 (THF), [NH4+].[Cl-] (NH4Cl). Run at time 30 minute. Yields the product ON(C(=O)N)CC1CCCCCC1 (N-hydroxy-N-1-(1-cycloheptyl)methylurea). Reaction SMILES: [NH2:1][OH:2].C[Si](N=[C:8]=[O:9])(C)C.[NH4+:10].[Cl-].[CH2:12]1[CH2:16]O[CH2:14][CH2:13]1>>[OH:2][N:1]([CH2:14][CH:13]1[CH2:14][CH2:13][CH2:12][CH2:16][CH2:16][CH2:12]1)[C:8]([NH2:10])=[O:9] |f:2.3|. Procedure details: To a solution of hydroxylamine (3.0 g, 20.9 mmol) from above, in THF (25 mL) was added trimethylsilylisocyanate (2.9 g, 25.2 mmol) and the reaction was stirred for 30 min. The reaction was treated with saturated aqueous NH4Cl and the aqueous mixture extracted with ethyl acetate (4×120 mL). The organics were combined, dried over MgSO4 then concentrated in vacuo. The resulting residue was chromatographed (silica gel, ethyl acetate:hexanes, 50:50) followed by crystallization in ethyl acetate/hexane... Reactants: C(C1=CC=CC=C1)OC(=O)NC(C(C=1OC2=C(N1)C=C(C=C2)C(=O)OC)O)CC2=CC=CC=C2 (2-benzyloxycarbonylamino-1-hydroxy-1-[5-(methoxycarbonyl)benzoxazol-2-yl]-3-phenylpropane). The reagents and catalysts are [C].[Pd] (palladium-carbon). The solvent is CO (methanol). Reaction conditions: time 24 hour. Yields the product NC(C(C=1OC2=C(N1)C=C(C=C2)C(=O)OC)O)CC2=CC=CC=C2 (2-amino-1-hydroxy-1-[5-(methoxycarbonyl)benzoxazol-2-yl]-3-phenylpropane). The yield is 97.6%. Reaction SMILES: C(OC([NH:11][CH:12]([CH2:28][C:29]1[CH:34]=[CH:33][CH:32]=[CH:31][CH:30]=1)[CH:13]([OH:27])[C:14]1[O:15][C:16]2[CH:22]=[CH:21][C:20]([C:23]([O:25][CH3:26])=[O:24])=[CH:19][C:17]=2[N:18]=1)=O)C1C=CC=CC=1>CO.[C].[Pd]>[NH2:11][CH:12]([CH2:28][C:29]1[CH:30]=[CH:31][CH:32]=[CH:33][CH:34]=1)[CH:13]([OH:27])[C:14]1[O:15][C:16]2[CH:22]=[CH:21][C:20]([C:23]([O:25][CH3:26])=[O:24])=[CH:19][C:17]=2[N:18]=1 |f:2.3|. Procedure: To a solution of the objective compound of step (3) (1.65 g, 3.58 mmol) in methanol (25 ml) was added 10% palladium-carbon (378 mg) under a nitrogen atmosphere, and the mixture was stirred under a hydrogen atmosphere at room temperature for 24 hours. The catalyst was filtered off, followed by washing with methanol, and the filtrate was concentrated under reduced pressure to give 1.14 g (yield 98%) of 2-amino-1-hydroxy-1-[5-(methoxycarbonyl)benzoxazol-2-yl]-3-phenylpropane as a light-brown solid.